Dataset: the Open Reaction Database (ORD), a public repository of structured organic reaction records. Task: describe an organic reaction: reactants, conditions, products, and yield The reactants are COC(C1=C(C=C(C(=C1)[N+](=O)[O-])Cl)N)=O (2-amino-4-chloro-5-nitrobenzoic acid methyl ester), CC=1C=C(C=C(C1)C)CC(=O)Cl ((3,5-dimethylphenyl)acetyl chloride), CC=1C=C(C=C(C1)C)CC(=O)Cl ((3,5-dimethylphenyl)acetyl chloride). Reaction conditions: time 18 hour. The product is COC(C1=C(C=C(C(=C1)[N+](=O)[O-])Cl)NC(CC1=CC(=CC(=C1)C)C)=O)=O (4-chloro-2-[2-(3,5-dimethylphenyl)-acetylamino]-5-nitro-benzoic acid methyl ester). Isolated yield 72.4%. RXN SMILES: [CH3:1][O:2][C:3](=[O:15])[C:4]1[CH:9]=[C:8]([N+:10]([O-:12])=[O:11])[C:7]([Cl:13])=[CH:6][C:5]=1[NH2:14].[CH3:16][C:17]1[CH:18]=[C:19]([CH2:24][C:25](Cl)=[O:26])[CH:20]=[C:21]([CH3:23])[CH:22]=1>>[CH3:1][O:2][C:3](=[O:15])[C:4]1[CH:9]=[C:8]([N+:10]([O-:12])=[O:11])[C:7]([Cl:13])=[CH:6][C:5]=1[NH:14][C:25](=[O:26])[CH2:24][C:19]1[CH:18]=[C:17]([CH3:16])[CH:22]=[C:21]([CH3:23])[CH:20]=1. Procedure: To a suspension of 2-amino-4-chloro-5-nitrobenzoic acid methyl ester (989 mg in 15 mL of dry 1,2-dichloroethane) was added a solution of (3,5-dimethylphenyl)acetyl chloride (860 mg in 5 mL dry 1,2-dichloroethane) and the mixture heated at reflux on an oil bath. After 18 hours, an additional portion of (3,5-dimethylphenyl)acetyl chloride (274 mg in 1.5 mL dry 1,2-dichloroethane) was added and the mixture heated at reflux for an additional 5 hours. At this time the reaction was cooled and the solv... The reactants are CC(=O)OO, C=C(C)COc1ccc(S(=O)(=O)N=[N+]=[N-])cc1, ClCCl, CC(=O)[O-], CC(=O)O, [Na+], [N-]=[N+]=NOS(=O)(=O)N=[N+]=[N-]. Product: CC1(COc2ccc(S(=O)(=O)N=[N+]=[N-])cc2)CO1. As a reaction SMILES: [C:28]([O:29][OH:30])(=[O:31])[CH3:32].[CH2:11]([C:12]([CH3:13])=[CH2:14])[O:15][c:16]1[cH:17][cH:18][c:19]([S:22](=[O:23])(=[O:24])[N:25]=[N+:26]=[N-:27])[cH:20][cH:21]1.[CH2:38]([Cl:39])[Cl:40].[CH3:34][C:35](=[O:36])[O-:37].[CH3:41][C:42](=[O:43])[OH:44].[Na+:33].[O:1]([N:2]=[N+:3]=[N-:4])[S:5]([N:6]=[N+:7]=[N-:8])(=[O:9])=[O:10]>>[O:1]1[C:12]([CH2:11][O:15][c:16]2[cH:17][cH:18][c:19]([S:22](=[O:23])(=[O:24])[N:25]=[N+:26]=[N-:27])[cH:20][cH:21]2)([CH3:13])[CH2:14]1. Reaction conditions: temperature 0 celsius, time 20 minute. Procedure: To a chilled, solution (-50° C.) of 19.13 g of 2,2-dimethyl-N-[(2-methyl)phenyl]propanamide in 200 ml of tetrahydrofuran was added, dropwise over 1.5 hours, 88 ml of a 2.5M solution of n-butyllithium in hexane. Upon completion of the addition, the resultant solution was stirred for 2 hours with cooling. A solution of 15.0 g of 3-thiophene-carboxaldehyde methylimine in 30 ml of toluene, was then added, dropwise over 15 minutes, to the cooled solution. Upon completion of the 3-thiophenecarboxaldeh... Yield: 56.9%. As a reaction SMILES: [CH3:1][C:2]([CH3:14])([CH3:13])[C:3]([NH:5][C:6]1[CH:11]=[CH:10][CH:9]=[CH:8][C:7]=1[CH3:12])=[O:4].C([Li])CCC.[CH3:20][N:21]=[CH:22][C:23]1[CH:27]=[CH:26][S:25][CH:24]=1>O1CCCC1.CCCCCC.C1(C)C=CC=CC=1>[CH3:20][NH:21][CH:22]([C:23]1[CH:27]=[CH:26][S:25][CH:24]=1)[CH2:12][C:7]1[CH:8]=[CH:9][CH:10]=[CH:11][C:6]=1[NH:5][C:3](=[O:4])[C:2]([CH3:14])([CH3:13])[CH3:1]. The solvent is CCCCCC (hexane), C1(=CC=CC=C1)C (toluene), O1CCCC1 (tetrahydrofuran). Yields the product CNC(CC1=C(C=CC=C1)NC(C(C)(C)C)=O)C1=CSC=C1 (N-[2-[2-(methylamino)-2-(3-thienyl)ethyl]phenyl]-2,2-dimethylpropanamide). Reactants: solution, resultant solution, CN=CC1=CSC=C1 (3-thiophene-carboxaldehyde methylimine), CC(C(=O)NC1=C(C=CC=C1)C)(C)C (2,2-dimethyl-N-[(2-methyl)phenyl]propanamide), C(CCC)[Li] (n-butyllithium), CN=CC1=CSC=C1 (3-thiophenecarboxaldehyde methylimine). The reactants are COC(=O)C=1N=C2N(C(C1O)=O)NC=C2C#N (3-Cyano-6-hydroxy-7-oxo-1,7-dihydro-pyrazolo[1,5-a]pyrimidine-5-carboxylic acid methyl ester), FC1=CC=C(CN)C=C1 (4-fluorobenzylamine). Solvent: CO (MeOH). Product: FC1=CC=C(CN)C=C1.FC1=CC=C(CNC(=O)C=2N=C3N(C(C2O)=O)NC=C3C#N)C=C1 (3-Cyano-6-hydroxy-7-oxo-1,7-dihydro-pyrazolo[1,5-a]pyrimidine-5-carboxylic acid 4-fluoro-benzylamide compound with 4-fluorobenzylamine). Isolated yield 12.9%. RXN SMILES: CO[C:3]([C:5]1[N:6]=[C:7]2[C:15]([C:16]#[N:17])=[CH:14][NH:13][N:8]2[C:9](=[O:12])[C:10]=1[OH:11])=[O:4].[F:18][C:19]1[CH:26]=[CH:25][C:22]([CH2:23][NH2:24])=[CH:21][CH:20]=1>CO>[F:18][C:19]1[CH:26]=[CH:25][C:22]([CH2:23][NH2:24])=[CH:21][CH:20]=1.[F:18][C:19]1[CH:26]=[CH:25][C:22]([CH2:23][NH:24][C:3]([C:5]2[N:6]=[C:7]3[C:15]([C:16]#[N:17])=[CH:14][NH:13][N:8]3[C:9](=[O:12])[C:10]=2[OH:11])=[O:4])=[CH:21][CH:20]=1 |f:3.4|. Reported procedure: 3-Cyano-6-hydroxy-7-oxo-1,7-dihydro-pyrazolo[1,5-a]pyrimidine-5-carboxylic acid methyl ester (100 mg, 0.427 mmol) was suspended in MeOH (10 mL) and to this was added 4-fluorobenzylamine (122 μL, 1.07 mmol) and the reaction was heated at reflux for 2 days before being cooled to room temperature and filtered. The filtrate was concentrated and recrystalised from hot methanol to afford the product a yellow solid (25 mg, 18%). Starting materials: NC1=NC2=C(C=3C=C(C=NC13)CCC1=CC=C(C=O)C=C1)C=CC(=C2)C (4-(2-(5-Amino-8-methylbenzo[f][1,7]naphthyridin-2-yl)ethyl)benzaldehyde), CN (methylamine), C(=O)(C(F)(F)F)O (TFA). The product is CC1=CC=2C(=C3C=C(C=NC3=C(N2)N)CCC2=CC=C(C=C2)CNC)C=C1 (8-Methyl-2-(4-((methylamino)methyl)phenethyl)benzo[f][1,7]naphthyridin-5-amine). Reaction SMILES: [NH2:1][C:2]1[C:11]2[N:10]=[CH:9][C:8]([CH2:12][CH2:13][C:14]3[CH:21]=[CH:20][C:17]([CH:18]=O)=[CH:16][CH:15]=3)=[CH:7][C:6]=2[C:5]2[CH:22]=[CH:23][C:24]([CH3:26])=[CH:25][C:4]=2[N:3]=1.[CH3:27][NH2:28].C(O)(C(F)(F)F)=O>>[CH3:26][C:24]1[CH:23]=[CH:22][C:5]2=[C:6]3[C:11](=[C:2]([NH2:1])[N:3]=[C:4]2[CH:25]=1)[N:10]=[CH:9][C:8]([CH2:12][CH2:13][C:14]1[CH:21]=[CH:20][C:17]([CH2:18][NH:28][CH3:27])=[CH:16][CH:15]=1)=[CH:7]3. Procedure: 8-Methyl-2-(4-((methylamino)methyl)phenethyl)benzo[f][1,7]naphthyridin-5-amine was prepared from 4-(2-(5-Amino-8-methylbenzo[f][1,7]naphthyridin-2-yl)ethyl)benzaldehyde (from Example 172/Step 1) and methylamine following the procedures described for Example 172, step 2. 1H NMR (Acetone-d6) TFA Salt: δ 8.95 (s, 1H), 8.88 (s, 1H), 8.43 (d, 1H), 7.58 (s, 1H), 7.54 (d, 2H), 7.42 (d, 1H), 7.37 (d, 2H), 4.30 (s, 2H), 3.32-3.37 (m, 4H), 2.75 (s, 3H), 2.55 (s, 3H). LRMS [M+H]=357.2 The reactants are COC1=C(C(=O)O)C=C(C(=C1)NC)[N+](=O)[O-] (2-methoxy-4-methylamino-5-nitro-benzoic acid). The reagents and catalysts are [Pd] (palladium/charcoal). Run in C1CCOC1 (THF), CO (methanol). The product is NC=1C(=CC(=C(C(=O)O)C1)OC)NC (5-Amino-2-methoxy-4-methylamino-benzoic acid). RXN SMILES: [CH3:1][O:2][C:3]1[CH:11]=[C:10]([NH:12][CH3:13])[C:9]([N+:14]([O-])=O)=[CH:8][C:4]=1[C:5]([OH:7])=[O:6]>C1COCC1.CO.[Pd]>[NH2:14][C:9]1[C:10]([NH:12][CH3:13])=[CH:11][C:3]([O:2][CH3:1])=[C:4]([CH:8]=1)[C:5]([OH:7])=[O:6]. Procedure details: Prepared analogously to example 1b by hydrogenation of 2-methoxy-4-methylamino-5-nitro-benzoic acid using palladium/charcoal 10% in THF and methanol. Reactants: CCO, CCOC(=O)C=Cc1ccc(OC)cc1F, C1CCOC1, O=[Pt]=O. The product is CCOC(=O)CCc1ccc(OC)cc1F. RXN SMILES: [CH3:25][CH2:26][OH:27].[F:1][c:2]1[c:3]([CH:10]=[CH:11][C:12](=[O:13])[O:14][CH2:15][CH3:16])[cH:4][cH:5][c:6]([O:8][CH3:9])[cH:7]1.[O:17]1[CH2:18][CH2:19][CH2:20][CH2:21]1.[Pt:22](=[O:23])=[O:24]>>[F:1][c:2]1[c:3]([CH2:10][CH2:11][C:12](=[O:13])[O:14][CH2:15][CH3:16])[cH:4][cH:5][c:6]([O:8][CH3:9])[cH:7]1.